From a dataset of the Open Reaction Database (ORD), a public repository of structured organic reaction records. describe an organic reaction: reactants, conditions, products, and yield Starting materials: N#CCc1ccc(B(O)O)cc1, Cc1noc(-c2ccc(Br)cc2)c1NC(=O)OC(C)c1ccccc1F. Product: Cc1noc(-c2ccc(-c3ccc(CC#N)cc3)cc2)c1NC(=O)OC(C)c1ccccc1F. As a reaction SMILES: [C:27](#[N:28])[CH2:29][c:30]1[cH:31][cH:32][c:33]([B:36]([OH:37])[OH:38])[cH:34][cH:35]1.[F:1][c:2]1[c:3]([CH:8]([CH3:9])[O:10][C:11]([NH:12][c:13]2[c:14]([CH3:25])[n:15][o:16][c:17]2-[c:18]2[cH:19][cH:20][c:21]([Br:24])[cH:22][cH:23]2)=[O:26])[cH:4][cH:5][cH:6][cH:7]1>>[F:1][c:2]1[c:3]([CH:8]([CH3:9])[O:10][C:11]([NH:12][c:13]2[c:14]([CH3:25])[n:15][o:16][c:17]2-[c:18]2[cH:19][cH:20][c:21](-[c:33]3[cH:32][cH:31][c:30]([CH2:29][C:27]#[N:28])[cH:35][cH:34]3)[cH:22][cH:23]2)=[O:26])[cH:4][cH:5][cH:6][cH:7]1. Starting materials: O=[Ag], C1CCOC1, CI, CC(O)C(=O)c1c(C(C)C)nn2ccccc12. Product: COC(C)C(=O)c1c(C(C)C)nn2ccccc12. As a reaction SMILES: [Ag:25]=[O:26].[CH2:20]1[O:21][CH2:22][CH2:23][CH2:24]1.[CH3:18][I:19].[OH:1][CH:2]([C:3](=[O:4])[c:5]1[c:6]([CH:14]([CH3:15])[CH3:16])[n:7][n:8]2[c:9]1[cH:10][cH:11][cH:12][cH:13]2)[CH3:17]>>[O:1]([CH:2]([C:3](=[O:4])[c:5]1[c:6]([CH:14]([CH3:15])[CH3:16])[n:7][n:8]2[c:9]1[cH:10][cH:11][cH:12][cH:13]2)[CH3:17])[CH3:18]. The reactants are ClC1=CC2=C(OC3=C(CN2C(CNC(CCNC(OC(C)(C)C)=O)=O)=O)C=CC=C3)C=C1 (1,1-dimethylethyl [3-[[2-(8-chloro-10,11-dihydrodibenz[b,f][1,4]-oxazepin -10-yl)-2-oxoethyl]amino]-3-oxopropyl]carbamate), C(C)(=O)O (acetic acid), Cl (HCl). The solvent is O1CCOCC1 (dioxane). Product: Cl.NCCC(=O)NCC(=O)N1C2=C(OC3=C(C1)C=CC=C3)C=CC(=C2)Cl (3-amino-N-[2-(8-chloro-10,11-dihydrodibenz[b,f][1,4]oxazepin-10-yl) -2-oxoethyl]propanamide, monohydrochloride). As a reaction SMILES: [Cl:1][C:2]1[CH:32]=[CH:31][C:5]2[O:6][C:7]3[CH:30]=[CH:29][CH:28]=[CH:27][C:8]=3[CH2:9][N:10]([C:11](=[O:26])[CH2:12][NH:13][C:14](=[O:25])[CH2:15][CH2:16][NH:17]C(=O)OC(C)(C)C)[C:4]=2[CH:3]=1.C(O)(=O)C.Cl>O1CCOCC1>[ClH:1].[NH2:17][CH2:16][CH2:15][C:14]([NH:13][CH2:12][C:11]([N:10]1[CH2:9][C:8]2[CH:27]=[CH:28][CH:29]=[CH:30][C:7]=2[O:6][C:5]2[CH:31]=[CH:32][C:2]([Cl:1])=[CH:3][C:4]1=2)=[O:26])=[O:25] |f:4.5|. Procedure details: A solution of 1,1-dimethylethyl [3-[[2-(8-chloro-10,11-dihydrodibenz[b,f][1,4]-oxazepin -10-yl)-2-oxoethyl]amino]-3-oxopropyl]carbamate (8.1 grams), glacial acetic acid (50 mL), and 6.95M HCl in dioxane (27 mL) was stirred at room temperature for 20 minutes. The reaction was evaporated in vacuo, and the residue was co-evaporated in vacuo twice with ethanol (3A; 170 mL each time). The resulting foam was crystallized from ethyl acetate/ethanol and dried in vacuo at 56° C. The yield of the title co... Reactants: COC1=C(C(=O)O)C=CC(=C1)S(=O)(=O)Cl (2-methoxy-4-chlorosulfonyl-benzoic acid), N (ammonia), NC1=NC=CC=C1N (2,3-diamino-pyridine). Product: Cl.COC1=C(C=CC(=C1)S(=O)(=O)N)C=1NC=2C(=NC=CC2)N1 (2-(2'-Methoxy-4'-aminosulfonyl-phenyl)-imidazo[4,5-b]pyridine hydrochloride). As a reaction SMILES: [CH3:1][O:2][C:3]1[CH:11]=[C:10]([S:12]([Cl:15])(=[O:14])=[O:13])[CH:9]=[CH:8][C:4]=1[C:5](O)=O.[NH3:16].[NH2:17][C:18]1[C:23]([NH2:24])=[CH:22][CH:21]=[CH:20][N:19]=1>>[ClH:15].[CH3:1][O:2][C:3]1[CH:11]=[C:10]([S:12]([NH2:16])(=[O:14])=[O:13])[CH:9]=[CH:8][C:4]=1[C:5]1[NH:24][C:23]2[C:18]([N:17]=1)=[N:19][CH:20]=[CH:21][CH:22]=2 |f:3.4|. Reported procedure: Prepared analogously to Example 47 starting from 2-methoxy-4-chlorosulfonyl-benzoic acid, ammonia, and 2,3-diamino-pyridine. The reactants are C(C)(=O)NC=1SC2=C(N1)C=CC(=C2)OS(=O)(=O)C2=CC=C(C=C2)F (4-fluorobenzenesulfonic acid 2-acetylaminobenzothiazol-6-yl ester), C(C)(=O)NC=1SC2=C(N1)C=CC(=C2)OS(=O)(=O)C2=CC=C(C=C2)F (4-fluorobenzenesulfonic acid 2-acetylaminobenzothiazol-6-yl ester), C(C)(C)NCCN (N-isopropylethylenediamine), C([O-])([O-])=O.[Cs+].[Cs+] (cesium carbonate), O (water). The solvent is CS(=O)C (dimethyl sulfoxide). Reaction conditions: temperature 80 celsius, time 8 hour. Yields the product C(C)(=O)NC=1SC2=C(N1)C=CC(=C2)OS(=O)(=O)C2=CC=C(C=C2)NCCNC(C)C (4-(2-isopropylaminoethylamino)benzenesulfonic acid 2-acetylaminobenzothiazol-6-yl ester). The yield is 53.3%. Reaction SMILES: [C:1]([NH:4][C:5]1[S:6][C:7]2[CH:13]=[C:12]([O:14][S:15]([C:18]3[CH:23]=[CH:22][C:21](F)=[CH:20][CH:19]=3)(=[O:17])=[O:16])[CH:11]=[CH:10][C:8]=2[N:9]=1)(=[O:3])[CH3:2].[CH:25]([NH:28][CH2:29][CH2:30][NH2:31])([CH3:27])[CH3:26].C(=O)([O-])[O-].[Cs+].[Cs+].O>CS(C)=O>[C:1]([NH:4][C:5]1[S:6][C:7]2[CH:13]=[C:12]([O:14][S:15]([C:18]3[CH:23]=[CH:22][C:21]([NH:31][CH2:30][CH2:29][NH:28][CH:25]([CH3:27])[CH3:26])=[CH:20][CH:19]=3)(=[O:17])=[O:16])[CH:11]=[CH:10][C:8]=2[N:9]=1)(=[O:3])[CH3:2] |f:2.3.4|. Reported procedure: A solution of 4-fluorobenzenesulfonic acid 2-acetylaminobenzothiazol-6-yl ester (intermediate 64) (66 mg, 0.180 mmol), N-isopropylethylenediamine (55.2 mg, 0.540 mmol) and cesium carbonate (58.6 mg, 0.180 mmol) in 2 ml of dimethyl sulfoxide in a test tube, equipped with a magnetic bar, is stirred overnight at 80° C. 100 ml of water are added and the reaction medium is extracted with ethyl acetate. The organic phase is then washed with water, dried over magnesium sulfate and evaporated. The resid... Starting materials: CN1CCOCC1, CON, CCOC(=O)Cl, Cl, C1CCOC1, O=C(O)Cn1nnnc1S. Product: CONC(=O)Cn1nnnc1S. RXN SMILES: [CH3:11][N:12]1[CH2:13][CH2:14][O:15][CH2:16][CH2:17]1.[CH3:25][O:26][NH2:27].[Cl:18][C:19]([O:20][CH2:21][CH3:22])=[O:23].[ClH:24].[O:28]1[CH2:29][CH2:30][CH2:31][CH2:32]1.[SH:1][c:2]1[n:3][n:4][n:5][n:6]1[CH2:7][C:8](=[O:9])[OH:10]>>[SH:1][c:2]1[n:3][n:4][n:5][n:6]1[CH2:7][C:8](=[O:10])[NH:27][O:26][CH3:25]. Reactants: C(CCC)C=1N(C(=CN1)CCC(=O)OCC)CC1=C(C=CC=C1)Cl (ethyl 3-[2-n-butyl-1-{(2-chlorophenyl)methyl}-1H-imidazol-5-yl]propanoate), [OH-].[Na+] (sodium hydroxide), Cl (hydrochloric acid). Run in O (water), C(C)O (ethanol). Run at temperature 25 celsius, time 1 hour. Yields the product C(CCC)C=1N(C(=CN1)CCC(=O)O)CC1=C(C=CC=C1)Cl (3-[2-n-butyl-1-{(2-chlorophenyl)methyl}-1H-imidazol-5-yl]propanoic acid). Isolated yield 19.4%. Reaction SMILES: [CH2:1]([C:5]1[N:6]([CH2:17][C:18]2[CH:23]=[CH:22][CH:21]=[CH:20][C:19]=2[Cl:24])[C:7]([CH2:10][CH2:11][C:12]([O:14]CC)=[O:13])=[CH:8][N:9]=1)[CH2:2][CH2:3][CH3:4].[OH-].[Na+].Cl>C(O)C.O>[CH2:1]([C:5]1[N:6]([CH2:17][C:18]2[CH:23]=[CH:22][CH:21]=[CH:20][C:19]=2[Cl:24])[C:7]([CH2:10][CH2:11][C:12]([OH:14])=[O:13])=[CH:8][N:9]=1)[CH2:2][CH2:3][CH3:4] |f:1.2|. Reported procedure: A solution of ethyl 3-[2-n-butyl-1-{(2-chlorophenyl)methyl}-1H-imidazol-5-yl]propanoate (179 mg, 0.513 mmol) in ethanol (10 mL) was treated with sodium hydroxide (62 mg, 1.54 mmol) dissolved in water (2 mL). The solution was stirred for one hour at 25° C., cooled, acidified with 10% aqueous hydrochloric acid solution to pH 4.2 and concentrated to near dryness in vacuo. Water (3 mL) was added, and the resulting white solid was filtered, washed with water and dried to give 32 mg (20%) of 3-[2-n-bu... RXN SMILES: [Br-:1].[CH2:4]([CH2:5][CH2:6][CH3:7])[c:8]1[n:9]([C:19]([c:20]2[cH:21][cH:22][cH:23][cH:24][cH:25]2)([c:26]2[cH:27][cH:28][cH:29][cH:30][cH:31]2)[c:32]2[cH:33][cH:34][cH:35][cH:36][cH:37]2)[c:10]([C:17]#[N:18])[c:11]([C:13]([CH2:14][CH3:15])=[O:16])[n:12]1.[CH3:2][Mg+:3].[CH3:40][CH2:41][O:42][C:43](=[O:44])[CH3:45].[Cl-:38].[NH4+:39].[O:46]1[CH2:47][CH2:48][CH2:49][CH2:50]1>>[CH2:4]([CH2:5][CH2:6][CH3:7])[c:8]1[n:9]([C:19]([c:20]2[cH:21][cH:22][cH:23][cH:24][cH:25]2)([c:26]2[cH:27][cH:28][cH:29][cH:30][cH:31]2)[c:32]2[cH:33][cH:34][cH:35][cH:36][cH:37]2)[c:10]([C:17]#[N:18])[c:11]([C:13]([CH2:14][CH3:15])([OH:16])[CH3:40])[n:12]1. Reactants: [Br-], CCCCc1nc(C(=O)CC)c(C#N)n1C(c1ccccc1)(c1ccccc1)c1ccccc1, C[Mg+], CCOC(C)=O, [Cl-], [NH4+], C1CCOC1. Yields the product CCCCc1nc(C(C)(O)CC)c(C#N)n1C(c1ccccc1)(c1ccccc1)c1ccccc1. Starting materials: CC1=CC=C(C=C1)S(=O)(=O)OC1CCN(CC1)C(=O)OC(C)(C)C (tert-butyl 4-{[(4-methylphenyl)sulfonyl]oxy}piperidine-1-carboxylate), CC1=CC=C(C=C1)S(=O)(=O)OC1CCN(CC1)C(=O)OC(C)(C)C (tert-butyl 4-{[(4-methylphenyl)sulfonyl]oxy}piperidine-1-carboxylate), C1(CC1)COC=1C=C(C=CC1OC(F)F)C=1C(C(NN1)=O)(C)C (5-[3-(cyclopropylmethoxy)-4-(difluoromethoxy)phenyl]-4,4-dimethyl-2,4-dihydro-3H-pyrazol-3-one), C1(CC1)COC=1C=C(C=CC1OC(F)F)C=1C(C(NN1)=O)(C)C (5-[3-(cyclopropylmethoxy)-4-(difluoromethoxy)phenyl]-4,4-dimethyl-2,4-dihydro-3H-pyrazol-3-one). Yields the product hydrochloride salt, C1(CC1)COC=1C=C(C=CC1OC(F)F)C=1C(C(N(N1)C1CCNCC1)=O)(C)C (5-[3-(cyclopropylmethoxy)-4-(difluoromethoxy)phenyl]-4,4-dimethyl-2-piperidin-4-yl-2,4-dihydro-3H-pyrazol-3-one). RXN SMILES: [CH:1]1([CH2:4][O:5][C:6]2[CH:7]=[C:8]([C:16]3[C:17]([CH3:23])([CH3:22])[C:18](=[O:21])[NH:19][N:20]=3)[CH:9]=[CH:10][C:11]=2[O:12][CH:13]([F:15])[F:14])[CH2:3][CH2:2]1.CC1C=CC(S(O[CH:35]2[CH2:40][CH2:39][N:38](C(OC(C)(C)C)=O)[CH2:37][CH2:36]2)(=O)=O)=CC=1>>[CH:1]1([CH2:4][O:5][C:6]2[CH:7]=[C:8]([C:16]3[C:17]([CH3:23])([CH3:22])[C:18](=[O:21])[N:19]([CH:35]4[CH2:40][CH2:39][NH:38][CH2:37][CH2:36]4)[N:20]=3)[CH:9]=[CH:10][C:11]=2[O:12][CH:13]([F:14])[F:15])[CH2:3][CH2:2]1. Reported procedure: Prepared analogously as described for the example B1 (Alternative 1) using 5-[3-(cyclopropylmethoxy)-4-(difluoromethoxy)phenyl]-4,4-dimethyl-2,4-dihydro-3H-pyrazol-3-one (compound C3) and tert-butyl 4-(Toluene-4-sulfonyloxy)-piperidine-1-carboxylate (compound E1) as starting compounds resulting in the hydrochloride salt of the title compound. (compound B3*HCl)